Dataset: the Open Reaction Database (ORD), a public repository of structured organic reaction records. Task: describe an organic reaction: reactants, conditions, products, and yield The reactants are O=C([O-])O, CCO, O=CNc1nc(C(=O)C(=O)O)cs1, Cl, Cl, NCCON, [Na+], O. Yields the product NCCON=C(C(=O)O)c1csc(NC=O)n1. As a reaction SMILES: [C:21](=[O:22])([OH:23])[O-:24].[CH3:26][CH2:27][OH:28].[CH:1](=[O:2])[NH:3][c:4]1[s:5][cH:6][c:7]([C:9]([C:10](=[O:11])[OH:12])=[O:13])[n:8]1.[ClH:14].[ClH:15].[NH2:16][O:17][CH2:18][CH2:19][NH2:20].[Na+:25].[OH2:29]>>[CH:1](=[O:2])[NH:3][c:4]1[s:5][cH:6][c:7]([C:9]([C:10](=[O:11])[OH:12])=[N:16][O:17][CH2:18][CH2:19][NH2:20])[n:8]1. Starting materials: OC1=C(C(=O)O)C=C(C(=C1)O)[N+](=O)[O-] (2,4-dihydroxy-5-nitrobenzoic acid), S(=O)(Cl)Cl (thionyl chloride). Reagents/catalysts: CN(C=O)C (dimethylformamide). The product is OC1=C(C(=O)Cl)C=C(C(=C1)O)[N+](=O)[O-] (2,4-dihydroxy-5-nitrobenzoyl chloride). As a reaction SMILES: [OH:1][C:2]1[CH:10]=[C:9]([OH:11])[C:8]([N+:12]([O-:14])=[O:13])=[CH:7][C:3]=1[C:4](O)=[O:5].S(Cl)([Cl:17])=O>CN(C)C=O>[OH:1][C:2]1[CH:10]=[C:9]([OH:11])[C:8]([N+:12]([O-:14])=[O:13])=[CH:7][C:3]=1[C:4]([Cl:17])=[O:5]. Reported procedure: A mixture of 2,4-dihydroxy-5-nitrobenzoic acid (14.2 g, 92.1 mmol), thionyl chloride (100 mL, 1.15 mol) and dimethylformamide (4 drops) is refluxed for 4 h. The solvents are removed under reduced pressure and the resulting gum is stripped once with toluene and dried under reduced pressure to afford 2,4-dihydroxy-5-nitrobenzoyl chloride as a gum, which is used without further purification. Starting materials: Cn1c(c(nn1)C)I, Cl[Cu], c1(c(cc(c2c1C(N(CC2)Cc1c(cc(nc1OCc1ccccc1)C)C)=O)Cl)B1OC(C(O1)(C)C)(C)C)Cl. Reagents/catalysts: c1ccc(cc1)-c2c3ccccc3cc4ccccc24 (9-Phenylanthracene), C(=O)([O-])[O-].[K+].[K+] (K2CO3), [Pd].P(c1ccccc1)(c1ccccc1)c1ccccc1.P(c1ccccc1)(c1ccccc1)c1ccccc1.P(c1ccccc1)(c1ccccc1)c1ccccc1.P(c1ccccc1)(c1ccccc1)c1ccccc1 (Pd(P(Ph)3)4)). The solvent is CN(C)C=O  (DMF). Run at temperature 90 celsius, time 18 hour. Yields the product Cc1cc(C)c(CN2CCc3c(Cl)cc(c(Cl)c3C2=O)c4c(C)nnn4C)c(OCc5ccccc5)n1. As a reaction SMILES: [CH3:1][c:2]1[n:30][c:21]([O:22][CH2:23][c:24]2[cH:29][cH:28][cH:27][cH:26][cH:25]2)[c:6]([CH2:7][N:8]3[C:19](=[O:20])[c:18]([c:11]4[CH2:10][CH2:9]3)[c:16]([Cl:17])[c:15](B5OC(C)(C)C(C)(C)O5)[cH:14][c:12]4[Cl:13])[c:4]([CH3:5])[cH:3]1.[CH3:31][c:32]1[c:37](I)[n:35]([CH3:36])[n:34][n:33]1.Cl[Cu]>>[CH3:1][c:2]1[n:30][c:21]([O:22][CH2:23][c:24]2[cH:29][cH:28][cH:27][cH:26][cH:25]2)[c:6]([CH2:7][N:8]3[C:19](=[O:20])[c:18]([c:11]4[CH2:10][CH2:9]3)[c:16]([Cl:17])[c:15]([c:37]5[n:35]([CH3:36])[n:34][n:33][c:32]5[CH3:31])[cH:14][c:12]4[Cl:13])[c:4]([CH3:5])[cH:3]1. The product is COC(=O)CCc1cc(OC)ccn1. Reactants: CO, COC(=O)C=Cc1cc(OC)ccn1. RXN SMILES: [CH3:15][OH:16].[CH3:1][O:2][c:3]1[cH:4][c:5]([CH:9]=[CH:10][C:11](=[O:12])[O:13][CH3:14])[n:6][cH:7][cH:8]1>>[CH3:1][O:2][c:3]1[cH:4][c:5]([CH2:9][CH2:10][C:11](=[O:12])[O:13][CH3:14])[n:6][cH:7][cH:8]1. Starting materials: N[C@H](C(C)(C)S)C(=O)O (D-penicillamine), Cupric acetate, [Cl-].[Na+] (sodium chloride). Solvent: C(C)(=O)[O-].[Na+] (sodium acetate), O (water). The product is N[C@@H](C(C)(C)S)C(=O)O (penicillamine). Reaction SMILES: [NH2:1][C@@H:2]([C:7]([OH:9])=[O:8])[C:3]([SH:6])([CH3:5])[CH3:4].[Cl-].[Na+]>O.C([O-])(=O)C.[Na+]>[NH2:1][C@H:2]([C:7]([OH:9])=[O:8])[C:3]([SH:6])([CH3:5])[CH3:4] |f:1.2,4.5|. Procedure details: Cupric acetate is dissolved in water to prepare a solution having a concentration of 10 mg Cu++ /ml. D-penicillamine is dissolved in 0.05 molar sodium acetate buffer, pH 5.6, containing 2% sodium chloride to give a concentration of 10 mg penicillamine/ml. The copper solution is added to the penicillamine solution in a ratio of 16 ml of copper solution to 50 ml of penicillamine solution. The ratio of penicillamine to copper in moles is 1.3. The solution immediately takes on a red-violet color ind... The reactants are NC1(CC1)COC1=C(C=C2C(=CC=NC2=C1)OC1=C(C=C(C=C1)N(C(=O)C1(CC1)C(=O)N)C1=CC=C(C=C1)F)F)OC (N-(4-(7-((1-aminocyclopropyl)methoxy)-6-methoxyquinolin-4-yloxy)-3-fluorophenyl)-N-(4-fluorophenyl)cyclopropane-1,1-dicarboxamide), O1CCC(CC1)=O (tetrahydro-4H-pyran-4-one), NaHB(OAc)3, CC(=O)O (HOAc), C(=O)(O)[O-].[Na+] (NaHCO3). Run in C(Cl)Cl (DCM). Reaction conditions: temperature 30 celsius, time 8 hour. Yields the product FC=1C=C(C=CC1OC1=CC=NC2=CC(=C(C=C12)OC)OCC1(CC1)NC1CCOCC1)N(C(=O)C1(CC1)C(=O)N)C1=CC=C(C=C1)F (N-(3-fluoro-4-(6-methoxy-7-((1-(tetrahydro-2H-pyran-4-ylamino)cyclopropyl)methoxy)quinolin-4-yloxy)phenyl)-N-(4-fluorophenyl)cyclopropane-1,1-dicarboxamide). Reaction SMILES: [NH2:1][C:2]1([CH2:5][O:6][C:7]2[CH:16]=[C:15]3[C:10]([C:11]([O:17][C:18]4[CH:23]=[CH:22][C:21]([N:24]([C:33]5[CH:38]=[CH:37][C:36]([F:39])=[CH:35][CH:34]=5)[C:25]([C:27]5([C:30]([NH2:32])=[O:31])[CH2:29][CH2:28]5)=[O:26])=[CH:20][C:19]=4[F:40])=[CH:12][CH:13]=[N:14]3)=[CH:9][C:8]=2[O:41][CH3:42])[CH2:4][CH2:3]1.[O:43]1[CH2:48][CH2:47][C:46](=O)[CH2:45][CH2:44]1.CC(O)=O.C([O-])(O)=O.[Na+]>C(Cl)Cl>[F:40][C:19]1[CH:20]=[C:21]([N:24]([C:33]2[CH:34]=[CH:35][C:36]([F:39])=[CH:37][CH:38]=2)[C:25]([C:27]2([C:30]([NH2:32])=[O:31])[CH2:29][CH2:28]2)=[O:26])[CH:22]=[CH:23][C:18]=1[O:17][C:11]1[C:10]2[C:15](=[CH:16][C:7]([O:6][CH2:5][C:2]3([NH:1][CH:46]4[CH2:47][CH2:48][O:43][CH2:44][CH2:45]4)[CH2:3][CH2:4]3)=[C:8]([O:41][CH3:42])[CH:9]=2)[N:14]=[CH:13][CH:12]=1 |f:3.4|. Procedure: The product of Example 2 (200 mg) was mixed with tetrahydro-4H-pyran-4-one (45 mg), NaHB(OAc)3 (96 mg) and HOAc (42 mg) in DCM (5 ml). The reaction mixture was stirred at 30° C. overnight. Saturated NaHCO3 (20 ml) was added to the reaction and the solution was further extracted with EtOAc twice. The combined organic layer was washed with water, brine and dried over Na2SO4. The solution was evaporated and purified by preparative TLC plate to give the titled compound. Mass: (M+1), 659 The reactants are CCOc1cc(C(C)(C)C)ccc1C1=NC(C)(c2ccc(Cl)cc2)C(C)(c2ccc(Cl)cc2)N1C(=O)Cl, Cl, Cl, NC(=O)CN1CCNCC1. Product: CCOc1cc(C(C)(C)C)ccc1C1=NC(C)(c2ccc(Cl)cc2)C(C)(c2ccc(Cl)cc2)N1C(=O)N1CCN(CC(N)=O)CC1. RXN SMILES: [C:1]([CH3:2])([CH3:3])([CH3:4])[c:5]1[cH:6][c:7]([O:35][CH2:36][CH3:37])[c:8]([C:11]2=[N:15][C:14]([CH3:16])([c:17]3[cH:18][cH:19][c:20]([Cl:23])[cH:21][cH:22]3)[C:13]([CH3:24])([c:25]3[cH:26][cH:27][c:28]([Cl:31])[cH:29][cH:30]3)[N:12]2[C:32](=[O:33])[Cl:34])[cH:9][cH:10]1.[ClH:38].[ClH:39].[N:40]1([CH2:46][C:47](=[O:48])[NH2:49])[CH2:41][CH2:42][NH:43][CH2:44][CH2:45]1>>[C:1]([CH3:2])([CH3:3])([CH3:4])[c:5]1[cH:6][c:7]([O:35][CH2:36][CH3:37])[c:8]([C:11]2=[N:15][C:14]([CH3:16])([c:17]3[cH:18][cH:19][c:20]([Cl:23])[cH:21][cH:22]3)[C:13]([CH3:24])([c:25]3[cH:26][cH:27][c:28]([Cl:31])[cH:29][cH:30]3)[N:12]2[C:32](=[O:33])[N:43]2[CH2:42][CH2:41][N:40]([CH2:46][C:47](=[O:48])[NH2:49])[CH2:45][CH2:44]2)[cH:9][cH:10]1. The reactants are OC(C)C1(OC(C=C1OC)OC)OC (2(1-hydroxy ethyl)-2,3,5-trimethoxy-2,5-dihydrofuran), C(=O)O (formic acid), O (water). The solvent is CO (methanol). Product: CC1=C(C(=O)C=CO1)O (maltol). The yield is 79.3%. Reaction SMILES: O[CH:2]([C:4]1([O:13]C)[C:8]([O:9]C)=[CH:7][CH:6]([O:11]C)O1)[CH3:3].C(O)=O.O>CO>[CH3:3][C:2]1[O:11][CH:6]=[CH:7][C:8](=[O:9])[C:4]=1[OH:13]. Procedure details: 2(1-hydroxy ethyl)-2,3,5-trimethoxy-2,5-dihydrofuran (2.82 g, 0.015 moles) in 2 ml methanol was added to 15 ml of formic acid over 5 minutes. To the well stirred solution was then added 20 ml of water and the reaction heated to reflux for 1 hour. After cooling, the reaction was extracted with chloroform and the chloroform concentrated to yield 1.5 g maltol, which was recrystallized from methanol to yield the pure white solid, m.p. 159°-160° C. Hydrochloric acid, hydrobromic acid, p-toluene sulfo... The reactants are CCOC(C)=O, CCO, Cl, CCCOc1ccc(F)c2c(=O)c(-c3ccc(OC)cc3)cn(CCNC(=O)C(CO)NC(=O)OC(C)(C)C)c12. The product is Cl, CCCOc1ccc(F)c2c(=O)c(-c3ccc(OC)cc3)cn(CCNC(=O)C(N)CO)c12. Reaction SMILES: [C:1]([O:2][CH2:3][CH3:4])(=[O:5])[CH3:6].[CH3:48][CH2:49][OH:50].[ClH:7].[F:8][c:9]1[c:10]2[c:11](=[O:47])[c:12](-[c:39]3[cH:40][cH:41][c:42]([O:45][CH3:46])[cH:43][cH:44]3)[cH:13][n:14]([CH2:23][CH2:24][NH:25][C:26](=[O:27])[CH:28]([CH2:29][OH:30])[NH:31][C:32](=[O:33])[O:34][C:35]([CH3:36])([CH3:37])[CH3:38])[c:15]2[c:16]([O:19][CH2:20][CH2:21][CH3:22])[cH:17][cH:18]1>>[ClH:7].[F:8][c:9]1[c:10]2[c:11](=[O:47])[c:12](-[c:39]3[cH:40][cH:41][c:42]([O:45][CH3:46])[cH:43][cH:44]3)[cH:13][n:14]([CH2:23][CH2:24][NH:25][C:26](=[O:27])[CH:28]([CH2:29][OH:30])[NH2:31])[c:15]2[c:16]([O:19][CH2:20][CH2:21][CH3:22])[cH:17][cH:18]1.